This data is from the Open Reaction Database (ORD), a public repository of structured organic reaction records. The task is: describe an organic reaction: reactants, conditions, products, and yield The reactants are C1(O)=CC(O)=CC=C1 (resorcinol), BrBr (bromine), BrC1=C(C(=C(O)C(=C1)Br)C)O (4,6-dibromo-2-methylresorcinol), C1(O)CC(O)=CC=C1 (dihydroresorcinol), CC1C(CCCC1=O)=O (2-methylcyclohexane-1,3-dione), dibromo. Product: CC1=C(O)C=CC=C1O (2-methylresorcinol). Reaction SMILES: C1(C=CC=C(O)C=1)O.C1(C=CC=C(O)C1)O.[CH3:17][CH:18]1[C:23](=[O:24])[CH2:22][CH2:21][CH2:20][C:19]1=[O:25].BrBr.BrC1C=C(Br)C(O)=C(C)C=1O>>[CH3:17][C:18]1[C:19]([OH:25])=[CH:20][CH:21]=[CH:22][C:23]=1[OH:24]. Reported procedure: The synthetic routes to an alkylresorcinol that is partially alkylated at a position other than the 4th position on the aromatic ring are multistep and give low overall yields. For example, a 50% yield of a 2-methylresorcinol is obtained by hydrogenation of resorcinol and methylation of the resulting dihydroresorcinol to 2-methylcyclohexane-1,3-dione which on treatment with bromine is converted into 4,6-dibromo-2-methylresorcinol and finally hydrogenolysis of the dibromo derivative to produce th... Starting materials: CC(C)(C)O, CC(C)(C)OC(=O)c1cccc(Nc2cc(Cl)nc3ccnn23)c1, Nc1cccc(Cl)c1, Cl, [Na+], C1COCCO1, [OH-], O. The product is CC(C)(C)OC(=O)c1cccc(Nc2cc(Nc3cccc(Cl)c3)nc3ccnn23)c1. RXN SMILES: [C:43]([OH:44])([CH3:45])([CH3:46])[CH3:47].[Cl:1][c:2]1[n:3][c:4]2[n:5]([c:6]([NH:8][c:9]3[cH:10][c:11]([C:12](=[O:13])[O:14][C:15]([CH3:16])([CH3:17])[CH3:18])[cH:19][cH:20][cH:21]3)[cH:7]1)[n:22][cH:23][cH:24]2.[Cl:25][c:26]1[cH:27][c:28]([NH2:29])[cH:30][cH:31][cH:32]1.[ClH:33].[Na+:41].[O:34]1[CH2:35][CH2:36][O:37][CH2:38][CH2:39]1.[OH-:40].[OH2:42]>>[c:2]1([NH:29][c:28]2[cH:27][c:26]([Cl:25])[cH:32][cH:31][cH:30]2)[n:3][c:4]2[n:5]([c:6]([NH:8][c:9]3[cH:10][c:11]([C:12](=[O:13])[O:14][C:15]([CH3:16])([CH3:17])[CH3:18])[cH:19][cH:20][cH:21]3)[cH:7]1)[n:22][cH:23][cH:24]2.